This data is from the Open Reaction Database (ORD), a public repository of structured organic reaction records. The task is: describe an organic reaction: reactants, conditions, products, and yield Starting materials: O=C(CBr)c1ccccc1, [Li]CCCC, Cl. Product: CCCCC1(c2ccccc2)CO1. As a reaction SMILES: [Br:6][CH2:7][C:8](=[O:9])[c:10]1[cH:11][cH:12][cH:13][cH:14][cH:15]1.[CH2:1]([CH2:2][CH2:3][CH3:4])[Li:5].[ClH:16]>>[CH2:1]([CH2:2][CH2:3][CH3:4])[C:8]1([c:10]2[cH:11][cH:12][cH:13][cH:14][cH:15]2)[CH2:7][O:9]1. The reactants are OC=1C=CC(=C(C1)NC(CC12CC3CC(CC(C1)C3)C2)=O)C (N-(5-Hydroxy-2-methylphenyl)-tricyclo[3.3.1.13,7]decane-1-acetamide), C([O-])([O-])=O.[K+].[K+] (potassium carbonate), BrCC(=O)OCC (ethyl bromoacetate), [OH-].[Na+] (sodium hydroxide), Cl (hydrochloric acid). Run in O1CCOCC1 (dioxane), C(C)(=O)OCC (ethyl acetate). Conditions: temperature 80 celsius. Product: Cl.CC1=C(C=C(OCC(=O)O)C=C1)NC(CC12CC3CC(CC(C1)C3)C2)=O (4-Methyl-3-[[1-oxo-2-(tricyclo[3.3.1.13,7]dec-1-yl)ethyl]amino]phenoxy-acetic acid, hydrochloride salt). RXN SMILES: [OH:1][C:2]1[CH:3]=[CH:4][C:5]([CH3:22])=[C:6]([NH:8][C:9](=[O:21])[CH2:10][C:11]23[CH2:20][CH:15]4[CH2:16][CH:17]([CH2:19][CH:13]([CH2:14]4)[CH2:12]2)[CH2:18]3)[CH:7]=1.C(=O)([O-])[O-].[K+].[K+].Br[CH2:30][C:31]([O:33]CC)=[O:32].[OH-].[Na+].[ClH:38]>C(OCC)(=O)C.O1CCOCC1>[ClH:38].[CH3:22][C:5]1[CH:4]=[CH:3][C:2]([O:1][CH2:30][C:31]([OH:33])=[O:32])=[CH:7][C:6]=1[NH:8][C:9](=[O:21])[CH2:10][C:11]12[CH2:20][CH:15]3[CH2:14][CH:13]([CH2:19][CH:17]([CH2:16]3)[CH2:18]1)[CH2:12]2 |f:1.2.3,5.6,10.11|. Procedure: To a solution of N-(5-Hydroxy-2-methylphenyl)-tricyclo[3.3.1.13,7]decane-1-acetamide from Example 12 (0.20 g) was added potassium carbonate (0.106 g) and ethyl bromoacetate (0.3 ml). The reaction mixture was stirred and heated at 80° C. for 24 hours. Once cooled, the reaction mixture was diluted with ethyl acetate and washed with saturated brine. The organic phase was separated, dried over magnesium sulphate (MgSO4) and evaporated under reduced pressure to leave a residue which was purified by s...